Dataset: the Open Reaction Database (ORD), a public repository of structured organic reaction records. Task: describe an organic reaction: reactants, conditions, products, and yield Procedure: To a suspension of N-(4-chlorobenzyl)-8-iodo-1-methyl-6-(morpholin-4-ylmethyl)-4-oxo-1,4-dihydroquinoline-3-carboxamide (300 mg), PdCl2(PPh3)2 (19.1 mg), and CuI (5.2 mg) in Et2NH (6.2 mL) and anhydrous DMF (10 mL) is added 4,5-dichloro-1-prop-2-ynylimidazole (104.8 mg). The reaction is sonicated and stirred at room temperature for 2 days. The reaction is condensed to afford a residue. The residue is adsorbed onto silica and chromatographed (eluant 100% CH2Cl2 (1L), 0.5% MeOH in CH2Cl2 (1L), 1% ... RXN SMILES: [Cl:1][C:2]1[CH:31]=[CH:30][C:5]([CH2:6][NH:7][C:8]([C:10]2[C:19](=[O:20])[C:18]3[C:13](=[C:14](I)[CH:15]=[C:16]([CH2:21][N:22]4[CH2:27][CH2:26][O:25][CH2:24][CH2:23]4)[CH:17]=3)[N:12]([CH3:29])[CH:11]=2)=[O:9])=[CH:4][CH:3]=1.[Cl:32][C:33]1[N:34]=[CH:35][N:36]([CH2:39][C:40]#[CH:41])[C:37]=1[Cl:38]>N(CC)CC.CN(C=O)C.Cl[Pd](Cl)([P](C1C=CC=CC=1)(C1C=CC=CC=1)C1C=CC=CC=1)[P](C1C=CC=CC=1)(C1C=CC=CC=1)C1C=CC=CC=1.[Cu]I>[Cl:1][C:2]1[CH:31]=[CH:30][C:5]([CH2:6][NH:7][C:8]([C:10]2[C:19](=[O:20])[C:18]3[C:13](=[C:14]([C:41]#[C:40][CH2:39][N:36]4[C:37]([Cl:38])=[C:33]([Cl:32])[N:34]=[CH:35]4)[CH:15]=[C:16]([CH2:21][N:22]4[CH2:27][CH2:26][O:25][CH2:24][CH2:23]4)[CH:17]=3)[N:12]([CH3:29])[CH:11]=2)=[O:9])=[CH:4][CH:3]=1 |^1:54,73|. Isolated yield 6.1%. The solvent is N(CC)CC (Et2NH), CN(C)C=O (DMF). Reactants: ClC1=CC=C(CNC(=O)C2=CN(C3=C(C=C(C=C3C2=O)CN2CCOCC2)I)C)C=C1 (N-(4-chlorobenzyl)-8-iodo-1-methyl-6-(morpholin-4-ylmethyl)-4-oxo-1,4-dihydroquinoline-3-carboxamide), ClC=1N=CN(C1Cl)CC#C (4,5-dichloro-1-prop-2-ynylimidazole). The product is ClC1=CC=C(CNC(=O)C2=CN(C3=C(C=C(C=C3C2=O)CN2CCOCC2)C#CCN2C=NC(=C2Cl)Cl)C)C=C1 (N-(4-chlorobenzyl)-8-[3-(4,5-dichloro-1H-imidazol-1-yl)prop-1-ynyl]-1-methyl-6-(morpholin-4-ylmethyl)-4-oxo-1,4-dihydroquinoline-3-carboxamide). Reaction conditions: time 2 day. Reagents/catalysts: Cl[Pd]([P](C1=CC=CC=C1)(C2=CC=CC=C2)C3=CC=CC=C3)([P](C4=CC=CC=C4)(C5=CC=CC=C5)C6=CC=CC=C6)Cl (PdCl2(PPh3)2), [Cu]I (CuI). Procedure: A solution of ethyl trans-4-(4-{3-[(1S)-1-(2-chloro-3-fluoro-6-methoxyphenyl)ethyl]-1H-pyrrolo[2,3-b]pyridin-5-yl}-3,5-dimethyl-1H-pyrazol-1-yl)cyclohexanecarboxylate (9.00 mg, 0.0163 mmol) in MeOH (1 mL, 30 mmol) was added lithium hydroxide (1.95 mg, 0.0814 mmol) and H2O (0.4 mL, 20 mmol). The mixture was stirred at rt for 2 h. The organic solvent was removed in vacuo, and the material was extracted with DCM and water at pH 2. The organic layer was concentrated in vacuo to afford the title comp... Reactants: ClC1=C(C(=CC=C1F)OC)[C@@H](C)C1=CNC2=NC=C(C=C21)C=2C(=NN(C2C)[C@@H]2CC[C@H](CC2)C(=O)OCC)C (ethyl trans-4-(4-{3-[(1S)-1-(2-chloro-3-fluoro-6-methoxyphenyl)ethyl]-1H-pyrrolo[2,3-b]pyridin-5-yl}-3,5-dimethyl-1H-pyrazol-1-yl)cyclohexanecarboxylate), CO (MeOH), [OH-].[Li+] (lithium hydroxide), O (H2O). The product is ClC1=C(C(=CC=C1F)OC)[C@@H](C)C1=CNC2=NC=C(C=C21)C=2C(=NN(C2C)[C@@H]2CC[C@H](CC2)C(=O)O)C (trans-4-(4-{3-[(1S)-1-(2-Chloro-3-fluoro-6-methoxyphenyl)ethyl]-1H-pyrrolo[2,3-b]pyridin-5-yl}-3,5-dimethyl-1H-pyrazol-1-yl)cyclohexanecarboxylic acid). Reaction conditions: time 2 hour. RXN SMILES: [Cl:1][C:2]1[C:7]([F:8])=[CH:6][CH:5]=[C:4]([O:9][CH3:10])[C:3]=1[C@H:11]([C:13]1[C:21]2[C:16](=[N:17][CH:18]=[C:19]([C:22]3[C:23]([CH3:39])=[N:24][N:25]([C@H:28]4[CH2:33][CH2:32][C@H:31]([C:34]([O:36]CC)=[O:35])[CH2:30][CH2:29]4)[C:26]=3[CH3:27])[CH:20]=2)[NH:15][CH:14]=1)[CH3:12].CO.[OH-].[Li+].O>>[Cl:1][C:2]1[C:7]([F:8])=[CH:6][CH:5]=[C:4]([O:9][CH3:10])[C:3]=1[C@H:11]([C:13]1[C:21]2[C:16](=[N:17][CH:18]=[C:19]([C:22]3[C:23]([CH3:39])=[N:24][N:25]([C@H:28]4[CH2:33][CH2:32][C@H:31]([C:34]([OH:36])=[O:35])[CH2:30][CH2:29]4)[C:26]=3[CH3:27])[CH:20]=2)[NH:15][CH:14]=1)[CH3:12] |f:2.3|.